This data is from the Open Reaction Database (ORD), a public repository of structured organic reaction records. The task is: describe an organic reaction: reactants, conditions, products, and yield The reactants are COc1cc(C)c(S(=O)(=O)N2CCCCC2COS(C)(=O)=O)c(C)c1, CC(C)=O, [I-], [Na+]. Product: COc1cc(C)c(S(=O)(=O)N2CCCCC2CI)c(C)c1. RXN SMILES: [CH3:1][S:2]([O:3][CH2:6][CH:7]1[N:8]([S:13](=[O:14])(=[O:15])[c:16]2[c:17]([CH3:25])[cH:18][c:19]([O:23][CH3:24])[cH:20][c:21]2[CH3:22])[CH2:9][CH2:10][CH2:11][CH2:12]1)(=[O:4])=[O:5].[CH3:28][C:29](=[O:30])[CH3:31].[I-:27].[Na+:26]>>[CH2:6]([CH:7]1[N:8]([S:13](=[O:14])(=[O:15])[c:16]2[c:17]([CH3:25])[cH:18][c:19]([O:23][CH3:24])[cH:20][c:21]2[CH3:22])[CH2:9][CH2:10][CH2:11][CH2:12]1)[I:27]. The reactants are Nc1scc(Br)c1-c1ncn[nH]1, O=C(O)CN1C(=O)CCc2cc(C(F)(F)F)ccc21. The product is O=C(CN1C(=O)CCc2cc(C(F)(F)F)ccc21)Nc1scc(Br)c1-c1ncn[nH]1. RXN SMILES: [Br:20][c:21]1[c:22](-[c:27]2[n:28][cH:29][n:30][nH:31]2)[c:23]([NH2:26])[s:24][cH:25]1.[O:1]=[C:2]1[N:3]([CH2:16][C:17](=[O:18])[OH:19])[c:4]2[cH:5][cH:6][c:7]([C:12]([F:13])([F:14])[F:15])[cH:8][c:9]2[CH2:10][CH2:11]1>>[O:1]=[C:2]1[N:3]([CH2:16][C:17](=[O:18])[NH:26][c:23]2[c:22](-[c:27]3[n:28][cH:29][n:30][nH:31]3)[c:21]([Br:20])[cH:25][s:24]2)[c:4]2[cH:5][cH:6][c:7]([C:12]([F:13])([F:14])[F:15])[cH:8][c:9]2[CH2:10][CH2:11]1.